describe an organic reaction: reactants, conditions, products, and yield From a dataset of the Open Reaction Database (ORD), a public repository of structured organic reaction records. The solvent is CC(=O)C (acetone). Reaction SMILES: [CH2:1]([N:3]([CH2:24][CH3:25])[CH2:4][CH2:5][N:6]1[C:14]2[CH:13]=[CH:12][C:11]([CH2:15][OH:16])=[C:10]3[S:17][C:18]4[CH:23]=[CH:22][CH:21]=[CH:20][C:19]=4[C:8]([C:9]=23)=[N:7]1)[CH3:2].[OH:26]O>CC(C)=O>[CH2:24]([N:3]([CH2:1][CH3:2])[CH2:4][CH2:5][N:6]1[C:14]2[CH:13]=[CH:12][C:11]([CH2:15][OH:16])=[C:10]3[S:17][C:18]4[CH:23]=[CH:22][CH:21]=[CH:20][C:19]=4[C:8]([C:9]=23)=[N+:7]1[O-:26])[CH3:25]. Reported procedure: To a solution of 2-(2-(diethylamino)ethyl)-2H(1)benzothiopyrano[4,3,2-cd]indazole-5-methanol (0.18 g.) in acetone (3 ml.) was added 30% aqueous hydrogen peroxide (0.21 ml.) and the mixture left overnight at room temperature. Evaporation under reduced pressure and crystallization from ethanol-ethyl acetate gave 2-(2-(diethylamino)ethyl)-2H(1)benzothiopyrano[4,3,2-cd]indazole-5-methanol N-oxide one-third hydrate which melted at 142°-143° (decomp.). Run at time 8 hour. Starting materials: C(C)N(CCN1N=C2C=3C(=C(C=CC13)CO)SC1=C2C=CC=C1)CC (2-(2-(diethylamino)ethyl)-2H(1)benzothiopyrano[4,3,2-cd]indazole-5-methanol), OO (hydrogen peroxide). Product: C(C)N(CCN1[N+](=C2C=3C(=C(C=CC13)CO)SC1=C2C=CC=C1)[O-])CC (2-(2-(diethylamino)ethyl)-2H(1)benzothiopyrano[4,3,2-cd]indazole-5-methanol N-oxide). The reactants are Cl.Cl.OC(CCC1C(CNCC1)CC(=O)OC)C1=C(C=NC2=CC=C(C=C12)OC)F (methyl (3RS,4RS)-4-[3-(R,S)-hydroxy-3-(3-fluoro-6-methoxyquinolin-4-yl)propyl]piperidine-3-acetate dihydrochloride), BrCCSC1=C(C=CC(=C1)F)F (2-(2-bromoethylthio)-1,4-difluorobenzene), [I-].[K+] (potassium iodide), C([O-])([O-])=O.[K+].[K+] (potassium carbonate). Run in CN(C=O)C (dimethylformamide), C(C)#N (acetonitrile), C(C)N(CC)CC (trietylamine). Conditions: temperature 70 celsius, time 22 hour. Product: OC(CCC1C(CN(CC1)CCSC1=C(C=CC(=C1)F)F)CC(=O)OC)C1=C(C=NC2=CC=C(C=C12)OC)F (methyl (3RS,4RS)-4-[3-(R,S)-hydroxy-3-(3-fluoro-6-methoxyquinolin-4-yl)propyl]-1-[2-(2,5-difluorophenylthio)ethyl]piperidine-3-acetate). Isolated yield 21.5%. As a reaction SMILES: Cl.Cl.[OH:3][CH:4]([C:18]1[C:27]2[C:22](=[CH:23][CH:24]=[C:25]([O:28][CH3:29])[CH:26]=2)[N:21]=[CH:20][C:19]=1[F:30])[CH2:5][CH2:6][CH:7]1[CH2:12][CH2:11][NH:10][CH2:9][CH:8]1[CH2:13][C:14]([O:16][CH3:17])=[O:15].Br[CH2:32][CH2:33][S:34][C:35]1[CH:40]=[C:39]([F:41])[CH:38]=[CH:37][C:36]=1[F:42].[I-].[K+].C(=O)([O-])[O-].[K+].[K+]>CN(C)C=O.C(#N)C.C(N(CC)CC)C>[OH:3][CH:4]([C:18]1[C:27]2[C:22](=[CH:23][CH:24]=[C:25]([O:28][CH3:29])[CH:26]=2)[N:21]=[CH:20][C:19]=1[F:30])[CH2:5][CH2:6][CH:7]1[CH2:12][CH2:11][N:10]([CH2:32][CH2:33][S:34][C:35]2[CH:40]=[C:39]([F:41])[CH:38]=[CH:37][C:36]=2[F:42])[CH2:9][CH:8]1[CH2:13][C:14]([O:16][CH3:17])=[O:15] |f:0.1.2,4.5,6.7.8|. Reported procedure: A mixture of 6.5 g of methyl (3RS,4RS)-4-[3-(R,S)-hydroxy-3-(3-fluoro-6-methoxyquinolin-4-yl)propyl]piperidine-3-acetate dihydrochloride, 3.9 g of 2-(2-bromoethylthio)-1,4-difluorobenzene dissolved in 10-cm3 of dimethylformamide, 2.32 g of potassium iodide, 5.8 g of potassium carbonate and 3.93-cm3 of trietylamine in 200-cm3 of acetonitrile was heated with stirring and under an inert atmosphere, for 22 hours at a temperature in the region of 70° C. After cooling to a temperature in the region of... Reactants: BrB(Br)Br, COc1ccc2c(c1)nc(N)c1ncccc12, ClCCl, N#N. Yields the product Nc1nc2cc(O)ccc2c2cccnc12. As a reaction SMILES: [B:18]([Br:19])([Br:20])[Br:21].[CH3:1][O:2][c:3]1[cH:4][c:5]2[c:6]([c:7]3[cH:8][cH:9][cH:10][n:11][c:12]3[c:13]([NH2:15])[n:14]2)[cH:16][cH:17]1.[Cl:24][CH2:25][Cl:26].[N:22]#[N:23]>>[OH:2][c:3]1[cH:4][c:5]2[c:6]([c:7]3[cH:8][cH:9][cH:10][n:11][c:12]3[c:13]([NH2:15])[n:14]2)[cH:16][cH:17]1.